Dataset: the Open Reaction Database (ORD), a public repository of structured organic reaction records. Task: describe an organic reaction: reactants, conditions, products, and yield The reactants are ice water, CN(C(=S)Cl)C (Dimethylthiocarbamyl chloride), N12CCN(CC1)CC2 (1,4-diazabicyclo[2.2.2]octane), BrC=1C(=C(SC1C)C(=O)OC)O (Methyl 4-bromo-3-hydroxy-5-methyl-2-thiophenecarboxylate). Solvent: CN(C)C=O (DMF). Conditions: time 2 hour. The product is BrC=1C(=C(SC1C)C(=O)OC)OC(=S)N(C)C (Methyl 4-bromo-3-[(dimethylamino)thioxomethoxy]-5-methyl-2-thiophenecarboxylate). The yield is 79.8%. As a reaction SMILES: [Br:1][C:2]1[C:3]([OH:12])=[C:4]([C:8]([O:10][CH3:11])=[O:9])[S:5][C:6]=1[CH3:7].[CH3:13][N:14]([CH3:18])[C:15](Cl)=[S:16].N12CCN(CC1)CC2>CN(C=O)C>[Br:1][C:2]1[C:3]([O:12][C:15]([N:14]([CH3:18])[CH3:13])=[S:16])=[C:4]([C:8]([O:10][CH3:11])=[O:9])[S:5][C:6]=1[CH3:7]. Procedure: Methyl 4-bromo-3-hydroxy-5-methyl-2-thiophenecarboxylate (2.5 g, 10 mmoles) is stirred under argon in DMF (20 mL). Dimethylthiocarbamyl chloride (2.65 g, 21 mmoles) and 1,4-diazabicyclo[2.2.2]octane (2.4 g, 21 mmoles) are added. The mixture is stirred at room temperature for 2 hours, then at 50° C. for 20 hours, then poured into ice water (200 mL) and extracted twice with toluene. The combined extracts are washed successively with 2N HCl, water, 0.5 M NaHCO3, and water, then dried over MgSO4. Re... The reactants are FC=1C=C2C(=NC1)N(C=N2)CC2=CC1=C(N=C(O1)SC)C=C2 (6-((6-fluoro-3H-imidazo[4,5-b]pyridin-3-yl)methyl)-2-(methylthio)benzo[d]oxazole), ClC1=CC(=CC=C1)C(=O)OO (meta-chloroperbenzoic acid). The solvent is C(Cl)Cl (DCM). Reaction conditions: temperature 0 celsius, time 2 hour. Product: FC=1C=C2C(=NC1)N(C=N2)CC2=CC1=C(N=C(O1)S(=O)C)C=C2 (6-((6-fluoro-3H-imidazo[4,5-b]pyridin-3-yl)methyl)-2-(methylsulfinyl)benzo[d]oxazole). Isolated yield 81.5%. As a reaction SMILES: [F:1][C:2]1[CH:3]=[C:4]2[N:10]=[CH:9][N:8]([CH2:11][C:12]3[CH:22]=[CH:21][C:15]4[N:16]=[C:17]([S:19][CH3:20])[O:18][C:14]=4[CH:13]=3)[C:5]2=[N:6][CH:7]=1.ClC1C=CC=C(C(OO)=[O:31])C=1>C(Cl)Cl>[F:1][C:2]1[CH:3]=[C:4]2[N:10]=[CH:9][N:8]([CH2:11][C:12]3[CH:22]=[CH:21][C:15]4[N:16]=[C:17]([S:19]([CH3:20])=[O:31])[O:18][C:14]=4[CH:13]=3)[C:5]2=[N:6][CH:7]=1. Procedure details: To a stirred solution of 6-((6-fluoro-3H-imidazo[4,5-b]pyridin-3-yl)methyl)-2-(methylthio)benzo[d]oxazole (595 mg, 1.89 mmol) from the previous step in DCM (10 mL) at 0° C. was added 70% meta-chloroperbenzoic acid (425 mg, 2.46 mmol). The reaction mixture was stirred at 0° C. for 2 h. The reaction mixture was washed sequentially with aq sodium sulfite and brine. The organic layer was separated, dried over sodium sulfate, filtered, and concentrated under reduced pressure. The residue was purified... The reactants are O=C(CC(=O)[O-])C1=C(C(=C(C(=C1)F)F)F)F (3-oxo-3-(2,3,4,5-tetrafluorophenyl)propionate), CC(=O)OC(=O)C (Ac2O), C(OCC)(OCC)OCC (triethyl orthoformate), NC1(CCC1)CCO (1-amino-1-(2-hydroxyethyl)cyclobutane). Run in C1(=CC=CC=C1)C (toluene), C1(=CC=CC=C1)C (toluene). Run at time 2 hour. Yields the product OCCC1(CCC1)NC=C(C(=O)OCC)C(C1=C(C(=C(C(=C1)F)F)F)F)=O (Ethyl 3-[1-(2-hydroxyethyl)cyclobutylamino-]-2-(2,3,4,5-tetrafluorobenzoyl)acrylate). Isolated yield 61.0%. RXN SMILES: [O:1]=[C:2]([C:7]1[CH:12]=[C:11]([F:13])[C:10]([F:14])=[C:9]([F:15])[C:8]=1[F:16])[CH2:3][C:4]([O-])=O.CC(OC(C)=O)=O.[CH:24]([O:31]CC)([O:28][CH2:29][CH3:30])OCC.[NH2:34][C:35]1([CH2:39][CH2:40][OH:41])[CH2:38][CH2:37][CH2:36]1>C1(C)C=CC=CC=1>[OH:41][CH2:40][CH2:39][C:35]1([NH:34][CH:4]=[C:3]([C:2](=[O:1])[C:7]2[CH:12]=[C:11]([F:13])[C:10]([F:14])=[C:9]([F:15])[C:8]=2[F:16])[C:24]([O:28][CH2:29][CH3:30])=[O:31])[CH2:38][CH2:37][CH2:36]1. Reported procedure: A stirred solution of 3-oxo-3-(2,3,4,5-tetrafluorophenyl)propionate (3.67 g, 13.9 mmol), Ac2O (7.89 mL, 83.5 mmol) and triethyl orthoformate (4.63 mL, 27.8 mmol) was heated at 120° C. for 3 hours. The mixture was concentrated in vacuo and dried under high vacuum. 1-amino-1-(2-hydroxyethyl)cyclobutane (1.60 g, 13.9 mmol) in anhydrous toluene (20 mL) was added slowly at 0° C. to a solution of the mixture in anhydrous toluene (50 mL). The resulting mixture was stirred at room temperature for 2 hour... Starting materials: CC(C)(C)OC(=O)Nc1ccc(-c2cnco2)c2ccccc12, O=C(O)C(F)(F)F. The product is Nc1ccc(-c2cnco2)c2ccccc12. RXN SMILES: [C:1]([O:2][C:3](=[O:4])[NH:7][c:8]1[cH:9][cH:10][c:11](-[c:18]2[cH:19][n:20][cH:21][o:22]2)[c:12]2[cH:13][cH:14][cH:15][cH:16][c:17]12)([CH3:5])([CH3:6])[CH3:23].[OH:24][C:25]([C:26]([F:27])([F:28])[F:29])=[O:30]>>[NH2:7][c:8]1[cH:9][cH:10][c:11](-[c:18]2[cH:19][n:20][cH:21][o:22]2)[c:12]2[cH:13][cH:14][cH:15][cH:16][c:17]12. The reactants are COc1cc(C(CN2C(=O)c3ccccc3C2=O)Nc2ccc(C#N)cc2)c([N+](=O)[O-])cc1OCc1ccccc1, CCO, NN, O. The product is COc1cc(C(CN)Nc2ccc(C#N)cc2)c([N+](=O)[O-])cc1OCc1ccccc1. Reaction SMILES: [CH2:1]([c:2]1[cH:3][cH:4][cH:5][cH:6][cH:7]1)[O:8][c:9]1[cH:10][c:11]([N+:39](=[O:40])[O-:41])[c:12]([CH:17]([CH2:18][N:19]2[C:20](=[O:21])[c:22]3[c:23]([cH:24][cH:25][cH:26][cH:27]3)[C:28]2=[O:29])[NH:30][c:31]2[cH:32][cH:33][c:34]([C:35]#[N:36])[cH:37][cH:38]2)[cH:13][c:14]1[O:15][CH3:16].[CH3:45][CH2:46][OH:47].[NH2:43][NH2:44].[OH2:42]>>[CH2:1]([c:2]1[cH:3][cH:4][cH:5][cH:6][cH:7]1)[O:8][c:9]1[cH:10][c:11]([N+:39](=[O:40])[O-:41])[c:12]([CH:17]([CH2:18][NH2:19])[NH:30][c:31]2[cH:32][cH:33][c:34]([C:35]#[N:36])[cH:37][cH:38]2)[cH:13][c:14]1[O:15][CH3:16]. The reactants are C(C1=CC=CC=C1)ON(C=O)C1=CC=CC(=C1)[C@H]1OC1 (benzyloxy-5-[(2R)-oxiran-2-yl]phenylformamide), C(C1=CC=CC=C1)NCCCCCCOCCC#C (N-benzyl-6-(but-3-ynyloxy)hexan-1-amine). Yields the product C(C1=CC=CC=C1)N(C[C@H](O)C=1C=CC(=C(C1)NC=O)OCC1=CC=CC=C1)CCCCCCOCCC#C (5-((1R)-2-{Benzyl[6-(but-3-ynyloxy)hexyl]amino}-1-hydroxyethyl)-2-(benzyloxy)phenylformamide). Isolated yield 159.6%. RXN SMILES: C(O[N:9]([C:12]1[CH:17]=[C:16]([C@@H:18]2[CH2:20][O:19]2)[CH:15]=[CH:14][CH:13]=1)[CH:10]=[O:11])C1C=CC=CC=1.[CH2:21]([NH:28][CH2:29][CH2:30][CH2:31][CH2:32][CH2:33][CH2:34][O:35][CH2:36][CH2:37][C:38]#[CH:39])[C:22]1[CH:27]=[CH:26][CH:25]=[CH:24][CH:23]=1>>[CH2:21]([N:28]([CH2:29][CH2:30][CH2:31][CH2:32][CH2:33][CH2:34][O:35][CH2:36][CH2:37][C:38]#[CH:39])[CH2:20][C@@H:18]([C:16]1[CH:15]=[CH:14][C:13]([O:19][CH2:18][C:16]2[CH:17]=[CH:12][CH:13]=[CH:14][CH:15]=2)=[C:12]([NH:9][CH:10]=[O:11])[CH:17]=1)[OH:19])[C:22]1[CH:27]=[CH:26][CH:25]=[CH:24][CH:23]=1. Procedure: A stirred mixture of 2-(benzyloxy-5-[(2R)-oxiran-2-yl]phenylformamide (R Hett et al, Organic Process Research & Development, 1998, 2, 96-99) (8.6 g) and N-benzyl-6-(but-3-ynyloxy)hexan-1-amine (9.1 g) was heated at 120° for 2 h. The mixture was purified by chromatography (Merck 9385) eluting with cyclohexane/ethyl acetate (2:1) to give the title compound (13.47 g). LCMS RT=2.68 min. Reactants: O=C1CN(c2ccc(-n3cc(-c4ccc(Cl)cc4Cl)nc3Cc3ccc(Br)cc3)cc2)S(=O)(=O)N1, OB(O)c1cccc(OCC2CCCC2)c1. The product is O=C1CN(c2ccc(-n3cc(-c4ccc(Cl)cc4Cl)nc3Cc3ccc(-c4cccc(OCC5CCCC5)c4)cc3)cc2)S(=O)(=O)N1. RXN SMILES: [Br:1][c:2]1[cH:3][cH:4][c:5]([CH2:6][c:7]2[n:8](-[c:20]3[cH:21][cH:22][c:23]([N:26]4[CH2:27][C:28](=[O:33])[NH:29][S:30]4(=[O:31])=[O:32])[cH:24][cH:25]3)[cH:9][c:10](-[c:12]3[c:13]([Cl:19])[cH:14][c:15]([Cl:18])[cH:16][cH:17]3)[n:11]2)[cH:34][cH:35]1.[CH:36]1([CH2:41][O:42][c:43]2[cH:44][c:45]([B:49]([OH:50])[OH:51])[cH:46][cH:47][cH:48]2)[CH2:37][CH2:38][CH2:39][CH2:40]1>>[c:2]1(-[c:45]2[cH:44][c:43]([O:42][CH2:41][CH:36]3[CH2:37][CH2:38][CH2:39][CH2:40]3)[cH:48][cH:47][cH:46]2)[cH:3][cH:4][c:5]([CH2:6][c:7]2[n:8](-[c:20]3[cH:21][cH:22][c:23]([N:26]4[CH2:27][C:28](=[O:33])[NH:29][S:30]4(=[O:31])=[O:32])[cH:24][cH:25]3)[cH:9][c:10](-[c:12]3[c:13]([Cl:19])[cH:14][c:15]([Cl:18])[cH:16][cH:17]3)[n:11]2)[cH:34][cH:35]1. Starting materials: Cl.NCC1=C(C=C(C=C1)C1=NOC(=N1)C)NCC(=O)OCC1=CC=CC=C1 (Benzyl 2-(2-(aminomethyl)-5-(5-methyl-1,2,4-oxadiazol-3-yl)phenylamino)acetate hydrochloride), C(C1=CC=CC=C1)(=O)O (benzoic acid). The product is C(C1=CC=CC=C1)(=O)NCC1=C(C=C(C=C1)C(N)=N)NCC(=O)O (2-(2-(Benzamidomethyl)-5-carbamimidoylphenylamino)acetic acid). RXN SMILES: Cl.[NH2:2][CH2:3][C:4]1[CH:9]=[CH:8][C:7]([C:10]2[N:14]=C(C)O[N:11]=2)=[CH:6][C:5]=1[NH:16][CH2:17][C:18]([O:20]CC1C=CC=CC=1)=[O:19].[C:28](O)(=[O:35])[C:29]1[CH:34]=[CH:33][CH:32]=[CH:31][CH:30]=1>>[C:28]([NH:2][CH2:3][C:4]1[CH:9]=[CH:8][C:7]([C:10](=[NH:11])[NH2:14])=[CH:6][C:5]=1[NH:16][CH2:17][C:18]([OH:20])=[O:19])(=[O:35])[C:29]1[CH:34]=[CH:33][CH:32]=[CH:31][CH:30]=1 |f:0.1|. Procedure details: Compound 58d was reacted with benzoic acid and subsequently hydrogenated according to the the procedure described in Example 58, to give Example 62. ESI-MS m/e 327.5 (M+1). Reactants: N1C(=NC2=C1C=CC=C2)C=2N=C(SC2N2CCN(CC2)C(CN2C=CC=1C2=NC=CC1)=O)Br (1-{4-[4-(1H-Benzoimidazol-2-yl)-2-bromo-thiazol-5-yl]-piperazin-1-yl}-2-pyrrolo[2,3-b]pyridin-1-yl-ethanone), [H-].[Na+] (NaH), ( B ), C[Si](C)(C)CCOCCl (SEMCl). Solvent: C1CCOC1 (THF). Reaction conditions: temperature 0 celsius, time 15 minute. The product is BrC=1SC(=C(N1)C1=NC2=C(N1COCC[Si](C)(C)C)C=CC=C2)N2CCN(CC2)C(CN2C=CC=1C2=NC=CC1)=O (1-(4-{2-Bromo-4-[1-(2-trimethylsilanyl-ethoxymethyl)-1H-benzoimidazol-2-yl]-thiazol-5-yl}-piperazin-1-yl)-2-pyrrolo[2,3-b]pyridin-1-yl-ethanone). As a reaction SMILES: [NH:1]1[C:5]2[CH:6]=[CH:7][CH:8]=[CH:9][C:4]=2[N:3]=[C:2]1[C:10]1[N:11]=[C:12]([Br:33])[S:13][C:14]=1[N:15]1[CH2:20][CH2:19][N:18]([C:21](=[O:32])[CH2:22][N:23]2[C:27]3=[N:28][CH:29]=[CH:30][CH:31]=[C:26]3[CH:25]=[CH:24]2)[CH2:17][CH2:16]1.[H-].[Na+].[CH3:36][Si:37]([CH2:40][CH2:41][O:42][CH2:43]Cl)([CH3:39])[CH3:38]>C1COCC1>[Br:33][C:12]1[S:13][C:14]([N:15]2[CH2:20][CH2:19][N:18]([C:21](=[O:32])[CH2:22][N:23]3[C:27]4=[N:28][CH:29]=[CH:30][CH:31]=[C:26]4[CH:25]=[CH:24]3)[CH2:17][CH2:16]2)=[C:10]([C:2]2[N:1]([CH2:43][O:42][CH2:41][CH2:40][Si:37]([CH3:39])([CH3:38])[CH3:36])[C:5]3[CH:6]=[CH:7][CH:8]=[CH:9][C:4]=3[N:3]=2)[N:11]=1 |f:1.2|. Reported procedure: To a yellow solution of Example 38 (542 mg) in THF (6 mL) was added NaH (62 mg, 60% in mineral oil) at 0° C. The resulting pale yellow foaming suspension was stirred at 0° C. for 15 min under argon, then SEMCl (182 mg) was added and stirring was continued for 1.25 h. The reaction mixture was quenched by addition of water. Phases were separated and the org. layer was washed with water and brine. The aq. layers were extracted twice with EA. The combined org. layers were dried over MgSO4, filtrated... Reactants: [N+](=O)([O-])C1=CC=C(C=N1)C(C(=O)OCC1=CC=CC=C1)C(=O)OCC (benzyl ethyl 2-(6-nitro-3-pyridinyl)malonate). Reagents/catalysts: [Pd] (palladium on carbon). Run in C(C)O (ethanol). Reaction conditions: time 6 hour. Yields the product [N+](=O)([O-])C1=CC=C(C=N1)CC(=O)OCC (ethyl (6-nitro-3-pyridinyl)acetate). Reaction SMILES: [N+:1]([C:4]1[N:9]=[CH:8][C:7]([CH:10](C(OCC)=O)[C:11]([O:13][CH2:14][C:15]2C=CC=CC=2)=[O:12])=[CH:6][CH:5]=1)([O-:3])=[O:2]>C(O)C.[Pd]>[N+:1]([C:4]1[N:9]=[CH:8][C:7]([CH2:10][C:11]([O:13][CH2:14][CH3:15])=[O:12])=[CH:6][CH:5]=1)([O-:3])=[O:2]. Reported procedure: To a solution of benzyl ethyl 2-(6-nitro-3-pyridinyl)malonate (5.26 g, 15.3 mmol,) in ethanol was added palladium on carbon (530 mg) and stirred for 6 h under hydrogen atmosphere at room temperature. The catalyst was filtered off through a pad of celite and the filtrate was concentrated to give a title compound as yellow brown oil.